This data is from the Open Reaction Database (ORD), a public repository of structured organic reaction records. The task is: describe an organic reaction: reactants, conditions, products, and yield The reactants are BrC1=CC(=C(C=C1)C(C(F)(F)F)=O)N1N=C(C=C1)C (1-[4-bromo-2-(3-methyl-1H-pyrazol-1-yl)phenyl]-2,2,2-trifluoroethanone), trifluoromethyl, ketones, Alpha-amino Acids, [B]1OC2=CC=CC=C2O1 (Catechol borane), B1(N2CCC[C@H]2C(O1)(C3=CC=CC=C3)C4=CC=CC=C4)C ((S)-2-methyl-CBS oxazaborolidine). Run in C1CCOC1 (THF). Reaction conditions: time 20 minute. The product is BrC1=CC(=C(C=C1)[C@H](C(F)(F)F)O)N1N=C(C=C1)C ((R)-1-(4-Bromo-2-(3-methyl-1H-pyrazol-1-yl)phenyl)-2,2,2-trifluoroethanol). RXN SMILES: [B]1OC2C(=CC=CC=2)O1.B1(C)OC(C2C=CC=CC=2)(C2C=CC=CC=2)[C@H]2N1CCC2.[Br:31][C:32]1[CH:37]=[CH:36][C:35]([C:38](=[O:43])[C:39]([F:42])([F:41])[F:40])=[C:34]([N:44]2[CH:48]=[CH:47][C:46]([CH3:49])=[N:45]2)[CH:33]=1>C1COCC1>[Br:31][C:32]1[CH:37]=[CH:36][C:35]([C@@H:38]([OH:43])[C:39]([F:42])([F:41])[F:40])=[C:34]([N:44]2[CH:48]=[CH:47][C:46]([CH3:49])=[N:45]2)[CH:33]=1 |^1:0|. Procedure: Alternatively, the trifluoromethyl (or other prochiral) ketones of formula G or J (scheme 2) were asymmetrically reduced as follows (see for example: Corey, E. J. & Link, J. O. A General, Catalytic, and Enantioselective Synthesis of Alpha-amino Acids. J. Am. Chem. Soc. 114, 1906-1908 (1992)): Catechol borane (95 mL, 1 M in THF) and (S)-2-methyl-CBS oxazaborolidine (2.6 g, 9.6 mmol) were mixed in a jacketed glass reactor. The mixture was stirred at RT for 20 min, then the jacket was cooled to −78... The reactants are C([O-])([O-])=O.[K+].[K+] (Potassium carbonate), CO (methanol), C[Si](C)(C)C#C (Trimethylsilylacetylene), FC(C1=CC=C(C=C1)C#CC=1C=C(COC2=CC(=C(OCC(=O)O)C=C2)C)C=C(C1)C#CC1=CC=C(C=C1)C(F)(F)F)(F)F ([4-[3,5-Bis-[(4-trifluoromethylphenyl)ethynyl]benzyloxy]-2-methylphenoxy]acetic acid). Reagents/catalysts: [Cu]I (copper(I) iodide), C=1C=CC(=CC1)[P](C=2C=CC=CC2)(C=3C=CC=CC3)[Pd]([P](C=4C=CC=CC4)(C=5C=CC=CC5)C=6C=CC=CC6)([P](C=7C=CC=CC7)(C=8C=CC=CC8)C=9C=CC=CC9)[P](C=1C=CC=CC1)(C=1C=CC=CC1)C=1C=CC=CC1 (tetrakis(triphenylphosphine)palladium). Solvent: ClCCl (dichloromethane), ClCCl (Dichloromethane), C(C)N(CC)CC (triethylamine). Run at temperature 70 celsius, time 3 hour. The product is C(#C)C=1C=C(COC2=CC(=C(OCC(=O)OC)C=C2)C)C=C(C1)C#C (methyl [4-(3,5-diethynylbenzyloxy)-2-methylphenoxy]acetate). Reaction SMILES: C[Si]([C:5]#[CH:6])(C)C.FC(F)(F)C1C=CC([C:15]#[C:16][C:17]2[CH:18]=[C:19]([CH:34]=[C:35](C#CC3C=CC(C(F)(F)F)=CC=3)[CH:36]=2)[CH2:20][O:21][C:22]2[CH:32]=[CH:31][C:25]([O:26][CH2:27][C:28]([OH:30])=[O:29])=[C:24]([CH3:33])[CH:23]=2)=CC=1.[C:51](=O)([O-])[O-].[K+].[K+].CO>C(N(CC)CC)C.[Cu]I.C1C=CC([P]([Pd]([P](C2C=CC=CC=2)(C2C=CC=CC=2)C2C=CC=CC=2)([P](C2C=CC=CC=2)(C2C=CC=CC=2)C2C=CC=CC=2)[P](C2C=CC=CC=2)(C2C=CC=CC=2)C2C=CC=CC=2)(C2C=CC=CC=2)C2C=CC=CC=2)=CC=1.ClCCl>[C:16]([C:17]1[CH:18]=[C:19]([CH:34]=[C:35]([C:5]#[CH:6])[CH:36]=1)[CH2:20][O:21][C:22]1[CH:32]=[CH:31][C:25]([O:26][CH2:27][C:28]([O:30][CH3:51])=[O:29])=[C:24]([CH3:33])[CH:23]=1)#[CH:15] |f:2.3.4,^1:71,73,92,111|. Procedure details: Trimethylsilylacetylene (420 μL, 3.0 mmol) was added to a mixture of methyl [4-(3,5-dibromobenzyloxy)-2-methylphenoxy]acetate (444 mg, 1.0 mmol; prepared as described in example 15), copper(I) iodide (13 mg, 0.07 mmol) and tetrakis(triphenylphosphine)palladium (35 mg, 0.03 mmol) in dry triethylamine (8 mL). The reaction mixture was stirred for 3 h at 70° C. and then at ambient temperature overnight. The resulting mixture was evaporated in vacuo, the residue was dissolved in ether/ethyl acetate m...